From a dataset of the Open Reaction Database (ORD), a public repository of structured organic reaction records. describe an organic reaction: reactants, conditions, products, and yield Reactants: CC(C)CN(C(CCCCN)C(=O)O)S(=O)(=O)c1ccc([N+](=O)[O-])cc1, COc1ccccc1C=CC(=O)O. Product: COc1ccccc1C=CC(=O)NCCCCC(C(=O)O)N(CC(C)C)S(=O)(=O)c1ccc([N+](=O)[O-])cc1. Reaction SMILES: [CH2:1]([CH:2]([CH3:3])[CH3:4])[N:5]([CH:6]([CH2:7][CH2:8][CH2:9][CH2:10][NH2:11])[C:12](=[O:13])[OH:14])[S:15](=[O:16])(=[O:17])[c:18]1[cH:19][cH:20][c:21]([N+:24](=[O:25])[O-:26])[cH:22][cH:23]1.[CH3:27][O:28][c:29]1[c:30]([CH:31]=[CH:32][C:33](=[O:34])[OH:35])[cH:36][cH:37][cH:38][cH:39]1>>[CH2:1]([CH:2]([CH3:3])[CH3:4])[N:5]([CH:6]([CH2:7][CH2:8][CH2:9][CH2:10][NH:11][C:33]([CH:32]=[CH:31][c:30]1[c:29]([O:28][CH3:27])[cH:39][cH:38][cH:37][cH:36]1)=[O:34])[C:12](=[O:13])[OH:14])[S:15](=[O:16])(=[O:17])[c:18]1[cH:19][cH:20][c:21]([N+:24](=[O:25])[O-:26])[cH:22][cH:23]1. Starting materials: C(#N)C=1C(=NC(=NC1)C1=CC=C(C=C1)OCCCCC)O (5-cyano-4-hydroxy-2-(4-n-pentyloxyphenyl)-pyrimidine), P(=O)(Cl)(Cl)Cl (phosphorus oxychloride), [OH-].[Na+] (sodium hydroxide), Cl.C(CCCC)OC1=CC=C(C(=N)N)C=C1 (p-n-pentyloxybenzamidine hydrochloride), C(C)OC(C(C#N)=COCC)=O (α-ethoxymethylene-α -cyanoacetic acid ethyl ester), CC[O-].[Na+] (sodium ethylate). Run in C(C)O (ethanol). Yields the product ClC1=NC(=NC=C1C#N)C1=CC=C(C=C1)OCCCCC (4-chloro-5-cyano-2-(4-n-pentyloxyphenyl)-pyrimidine). As a reaction SMILES: Cl.C(OC1C=CC(C(N)=N)=CC=1)CCCC.C(OC(=O)C(=COCC)C#N)C.CC[O-].[Na+].[OH-].[Na+].[C:35]([C:37]1[C:38](O)=[N:39][C:40]([C:43]2[CH:48]=[CH:47][C:46]([O:49][CH2:50][CH2:51][CH2:52][CH2:53][CH3:54])=[CH:45][CH:44]=2)=[N:41][CH:42]=1)#[N:36].P(Cl)(Cl)([Cl:58])=O>C(O)C>[Cl:58][C:38]1[C:37]([C:35]#[N:36])=[CH:42][N:41]=[C:40]([C:43]2[CH:48]=[CH:47][C:46]([O:49][CH2:50][CH2:51][CH2:52][CH2:53][CH3:54])=[CH:45][CH:44]=2)[N:39]=1 |f:0.1,3.4,5.6|. Procedure: The starting material can be obtained according to the procedure of A. R. Todd and F. Bergel, J. Chem. Soc. 1937, 365 by reaction of p-n-pentyloxybenzamidine hydrochloride with α-ethoxymethylene-α -cyanoacetic acid ethyl ester and sodium ethylate in ethanol and then with sodium hydroxide solution. The resulting 5-cyano-4-hydroxy-2-(4-n-pentyloxyphenyl)-pyrimidine (melting point 213.5°-215.5° C) is treated with phosphorus oxychloride to give 4-chloro-5-cyano-2-(4-n-pentyloxyphenyl)-pyrimidine hav... Starting materials: FC=1C=C(C=CC1)C=1C=C(C(=O)O)C=C(C1)C (3-(3-fluorophenyl)-5-methyl-benzoic acid), C(=O)(C(=O)Cl)Cl ((COCl)2), NC=1C(=C(C=CC1C)O)C (3-amino-2,4-dimethylphenol), C(=O)(O)[O-].[Na+] (NaHCO3). Reagents/catalysts: CN(C)C=O (DMF). Solvent: C(Cl)Cl (CH2Cl2), O (water), C1CCOC1 (THF), C1CCOC1 (THF). Run at time 2 hour. The product is FC=1C=C(C=CC1)C=1C=C(C(=O)NC2=C(C(=CC=C2C)O)C)C=C(C1)C (3-(3-Fluorophenyl)-N-(3-hydroxy-2,6-dimethyl-phenyl)-5-methyl-benzamide). The yield is 70.3%. Reaction SMILES: [F:1][C:2]1[CH:3]=[C:4]([C:8]2[CH:9]=[C:10]([CH:14]=[C:15]([CH3:17])[CH:16]=2)[C:11]([OH:13])=O)[CH:5]=[CH:6][CH:7]=1.C(Cl)(C(Cl)=O)=O.[NH2:24][C:25]1[C:26]([CH3:33])=[C:27]([OH:32])[CH:28]=[CH:29][C:30]=1[CH3:31].C([O-])(O)=O.[Na+]>C(Cl)Cl.CN(C=O)C.C1COCC1.O>[F:1][C:2]1[CH:3]=[C:4]([C:8]2[CH:9]=[C:10]([CH:14]=[C:15]([CH3:17])[CH:16]=2)[C:11]([NH:24][C:25]2[C:30]([CH3:31])=[CH:29][CH:28]=[C:27]([OH:32])[C:26]=2[CH3:33])=[O:13])[CH:5]=[CH:6][CH:7]=1 |f:3.4|. Procedure details: To a solution of 3-(3-fluorophenyl)-5-methyl-benzoic acid (300 mg, 1.30 mmol, 1.1 eq) (III(q)) in CH2Cl2 (10 mL) was added (COCl)2 (610 mg, 4.81 mmol, 3.3 eq) and DMF (5 drops). The reaction mixture was stirred at room temperature for 2 h. The resulting mixture was concentrated under reduced pressure to remove the solvent and excess reagent. The residue obtained was dissolved in THF (10 mL) and added dropwise to a mixture of 3-amino-2,4-dimethylphenol (intermediate X(c)) (163 mg, 1.18 mmol, 1.0 ... Reactants: C1CCOC1, COC(=O)c1ccc(C)c(N2CCN(c3cc(-c4ccc(F)cc4)nc(N4CCCC4C)n3)C(C)C2)n1, [Li+], [OH-], O, O. Yields the product Cc1ccc(C(=O)O)nc1N1CCN(c2cc(-c3ccc(F)cc3)nc(N3CCCC3C)n2)C(C)C1. Reaction SMILES: [CH2:42]1[O:43][CH2:44][CH2:45][CH2:46]1.[CH3:1][O:2][C:3](=[O:4])[c:5]1[n:6][c:7]([N:12]2[CH2:13][CH:14]([CH3:37])[N:15]([c:18]3[n:19][c:20]([N:31]4[CH:32]([CH3:36])[CH2:33][CH2:34][CH2:35]4)[n:21][c:22](-[c:24]4[cH:25][cH:26][c:27]([F:30])[cH:28][cH:29]4)[cH:23]3)[CH2:16][CH2:17]2)[c:8]([CH3:11])[cH:9][cH:10]1.[Li+:40].[OH-:39].[OH2:38].[OH2:41]>>[O:2]=[C:3]([OH:4])[c:5]1[n:6][c:7]([N:12]2[CH2:13][CH:14]([CH3:37])[N:15]([c:18]3[n:19][c:20]([N:31]4[CH:32]([CH3:36])[CH2:33][CH2:34][CH2:35]4)[n:21][c:22](-[c:24]4[cH:25][cH:26][c:27]([F:30])[cH:28][cH:29]4)[cH:23]3)[CH2:16][CH2:17]2)[c:8]([CH3:11])[cH:9][cH:10]1. Product: FC(F)(F)C(F)(F)C(F)(F)C(F)(F)C(F)(F)C(F)(F)C(F)(F)Br. RXN SMILES: [BrH:26].[F:27].[OH:1][C:2](=[O:3])[C:4]([F:5])([F:6])[C:7]([F:8])([F:9])[C:10]([F:11])([F:12])[C:13]([F:14])([F:15])[C:16]([F:17])([F:18])[C:19]([F:20])([F:21])[C:22]([F:23])([F:24])[F:25]>>[C:4]([F:5])([F:6])([C:7]([F:8])([F:9])[C:10]([F:11])([F:12])[C:13]([F:14])([F:15])[C:16]([F:17])([F:18])[C:19]([F:20])([F:21])[C:22]([F:23])([F:24])[F:25])[Br:26]. Reactants: Br, F, O=C(O)C(F)(F)C(F)(F)C(F)(F)C(F)(F)C(F)(F)C(F)(F)C(F)(F)F. The reactants are [N+](=O)([O-])C1=C(C=CC(=C1)[N+](=O)[O-])C (2,4-dinitrotoluene), [N+](=O)([O-])C1=C(C(=CC=C1)[N+](=O)[O-])C (2,6-dinitrotoluene), [H][H] (hydrogen), commercial mixture, NC1=C(C=CC(=C1)N)C (2,4-diaminotoluene), NC1=C(C(=CC=C1)N)C (2,6-diaminotoluene), nitro, [H][H] (hydrogen), [H][H] (hydrogen). The reagents and catalysts are catalyst. Run in O (water), O (water). Yields the product [N+](=O)([O-])C=1C(=C(C=CC1)C)[N+](=O)[O-] (Dinitrotoluene). RXN SMILES: [H][H].NC1C=C(N)C=CC=1C.NC1C=CC=C(N)C=1C.[N+:21]([C:24]1[CH:29]=[C:28]([N+]([O-])=O)[CH:27]=[CH:26][C:25]=1[CH3:33])([O-:23])=[O:22].[N+:34](C1C=CC=C([N+]([O-])=O)C=1C)([O-:36])=[O:35]>O>[N+:34]([C:29]1[C:24]([N+:21]([O-:23])=[O:22])=[C:25]([CH3:33])[CH:26]=[CH:27][CH:28]=1)([O-:36])=[O:35]. Reported procedure: An autoclave having a volume of 1000 ml and equipped with a gassing stirrer, a hydrogen supply pipe, an inlet pipe for the nitro compound and an outlet valve for excess hydrogen was used. The reaction mixture left the reactor through a frit, which retained the catalyst. The temperature in the reactor was regulated by means of an external heating or cooling circuit. A coiled cooling pipe inside the reactor provided additional cooling of the reaction mixture. 480 g of a commercial mixture comprisi... Reactants: [BH4-], CO, ClC(Cl)Cl, Cl, COc1ccc(C(=O)CN)cc1, [Na+], [Na+], [OH-]. The product is COc1ccc(C(O)CN)cc1. As a reaction SMILES: [BH4-:14].[CH3:22][OH:23].[CH:18]([Cl:19])([Cl:20])[Cl:21].[ClH:1].[NH2:2][CH2:3][C:4](=[O:5])[c:6]1[cH:7][cH:8][c:9]([O:12][CH3:13])[cH:10][cH:11]1.[Na+:15].[Na+:17].[OH-:16]>>[NH2:2][CH2:3][CH:4]([OH:5])[c:6]1[cH:7][cH:8][c:9]([O:12][CH3:13])[cH:10][cH:11]1.